From a dataset of the Open Reaction Database (ORD), a public repository of structured organic reaction records. describe an organic reaction: reactants, conditions, products, and yield Reactants: C1CCOC1, C[Si](C)(C)[N-][Si](C)(C)C, Clc1nsnc1-c1ccccc1, Cl, [Li+]. Yields the product Nc1nsnc1-c1ccccc1. RXN SMILES: [CH2:24]1[O:25][CH2:26][CH2:27][CH2:28]1.[CH3:13][Si:14]([N-:17][Si:15]([CH3:16])([CH3:18])[CH3:19])([CH3:20])[CH3:21].[Cl:1][c:2]1[n:3][s:4][n:5][c:6]1-[c:7]1[cH:8][cH:9][cH:10][cH:11][cH:12]1.[ClH:23].[Li+:22]>>[c:2]1([NH2:17])[n:3][s:4][n:5][c:6]1-[c:7]1[cH:8][cH:9][cH:10][cH:11][cH:12]1. Starting materials: O=C1CCC(=O)N1Br, ClC(Cl)(Cl)Cl, COc1cccc(Cl)c1C, CC(C)(C#N)N=NC(C)(C)C#N. Product: COc1cccc(Cl)c1CBr. Reaction SMILES: [Br:11][N:12]1[C:13](=[O:14])[CH2:15][CH2:16][C:17]1=[O:18].[C:31]([Cl:32])([Cl:33])([Cl:34])[Cl:35].[Cl:1][c:2]1[c:3]([CH3:10])[c:4]([O:8][CH3:9])[cH:5][cH:6][cH:7]1.[N:19]([C:20]([CH3:21])([CH3:22])[C:23]#[N:24])=[N:25][C:26]([CH3:27])([CH3:28])[C:29]#[N:30]>>[Cl:1][c:2]1[c:3]([CH2:10][Br:11])[c:4]([O:8][CH3:9])[cH:5][cH:6][cH:7]1. The reactants are BrC=1C(=NC=C(C(=O)NC2CCOCC2)C1)OCC=1C(=NOC1C)C1=CC=CC=C1 (5-bromo-6-(5-methyl-3-phenyl-isoxazol-4-ylmethoxy)-N-(tetrahydro-pyran-4-yl)-nicotinamide), CB1OB(OB(O1)C)C (trimethylboroxine), C([O-])([O-])=O.[Na+].[Na+] (sodium carbonate). The reagents and catalysts are C=1C=CC(=CC1)[P](C=2C=CC=CC2)(C=3C=CC=CC3)[Pd]([P](C=4C=CC=CC4)(C=5C=CC=CC5)C=6C=CC=CC6)([P](C=7C=CC=CC7)(C=8C=CC=CC8)C=9C=CC=CC9)[P](C=1C=CC=CC1)(C=1C=CC=CC1)C=1C=CC=CC1 (tetrakis(triphenylphosphine)palladium(0)). Run in C(C)(=O)OCC (ethyl acetate), COCCOC (1,2-dimethoxyethane). Yields the product CC=1C(=NC=C(C(=O)NC2CCOCC2)C1)OCC=1C(=NOC1C)C1=CC=CC=C1 (5-Methyl-6-(5-methyl-3-phenyl-isoxazol-4-ylmethoxy)-N-(tetrahydro-pyran-4-yl)-nicotinamide). Isolated yield 50.8%. RXN SMILES: Br[C:2]1[C:3]([O:17][CH2:18][C:19]2[C:20]([C:25]3[CH:30]=[CH:29][CH:28]=[CH:27][CH:26]=3)=[N:21][O:22][C:23]=2[CH3:24])=[N:4][CH:5]=[C:6]([CH:16]=1)[C:7]([NH:9][CH:10]1[CH2:15][CH2:14][O:13][CH2:12][CH2:11]1)=[O:8].[CH3:31]B1OB(C)OB(C)O1.C(=O)([O-])[O-].[Na+].[Na+]>COCCOC.C(OCC)(=O)C.C1C=CC([P]([Pd]([P](C2C=CC=CC=2)(C2C=CC=CC=2)C2C=CC=CC=2)([P](C2C=CC=CC=2)(C2C=CC=CC=2)C2C=CC=CC=2)[P](C2C=CC=CC=2)(C2C=CC=CC=2)C2C=CC=CC=2)(C2C=CC=CC=2)C2C=CC=CC=2)=CC=1>[CH3:31][C:2]1[C:3]([O:17][CH2:18][C:19]2[C:20]([C:25]3[CH:26]=[CH:27][CH:28]=[CH:29][CH:30]=3)=[N:21][O:22][C:23]=2[CH3:24])=[N:4][CH:5]=[C:6]([CH:16]=1)[C:7]([NH:9][CH:10]1[CH2:15][CH2:14][O:13][CH2:12][CH2:11]1)=[O:8] |f:2.3.4,^1:61,63,82,101|. Procedure: To a suspension of 5-bromo-6-(5-methyl-3-phenyl-isoxazol-4-ylmethoxy)-N-(tetrahydro-pyran-4-yl)-nicotinamide (200 mg, 0.42 mmol) in 1,2-dimethoxyethane (1 mL) was added trimethylboroxine (88 μL, 0.64 mmol), aqueous sodium carbonate (1 M, 0.64 mL, 0.64 mmol) and tetrakis(triphenylphosphine)palladium(0) (49 mg, 0.04 mmol). The reaction mixture was then irradiated in the microwave for 20 min at 140° C. under an argon atmosphere. It was diluted with ethyl acetate (10 mL) and washed with water (10 mL... The reactants are ClC1=CC=C(C(=O)C=2C=C3C(=CC(NC3=CC2)=O)C2=CC(=CC=C2)I)C=C1 (6-(4-Chloro-benzoyl)-4-(3-iodo-phenyl)-1H-quinolin-2-one), C([O-])([O-])=O.[Cs+].[Cs+] (cesium carbonate), BrCC1CC1 ((bromomethyl)cyclopropane). Run in CN(C)C=O (DMF), ClCCl (dichloromethane). Conditions: time 12 hour. Yields the product ClC1=CC=C(C(=O)C=2C=C3C(=CC(N(C3=CC2)CC2CC2)=O)C2=CC(=CC=C2)I)C=C1 (6-(4-Chloro-benzoyl)-1-cyclopropylmethyl-4-(3-iodo-phenyl)-1H-quinolin-2-one). Yield: 63.2%. Reaction SMILES: [Cl:1][C:2]1[CH:27]=[CH:26][C:5]([C:6]([C:8]2[CH:9]=[C:10]3[C:15](=[CH:16][CH:17]=2)[NH:14][C:13](=[O:18])[CH:12]=[C:11]3[C:19]2[CH:24]=[CH:23][CH:22]=[C:21]([I:25])[CH:20]=2)=[O:7])=[CH:4][CH:3]=1.C(=O)([O-])[O-].[Cs+].[Cs+].Br[CH2:35][CH:36]1[CH2:38][CH2:37]1>CN(C=O)C.ClCCl>[Cl:1][C:2]1[CH:3]=[CH:4][C:5]([C:6]([C:8]2[CH:9]=[C:10]3[C:15](=[CH:16][CH:17]=2)[N:14]([CH2:35][CH:36]2[CH2:38][CH2:37]2)[C:13](=[O:18])[CH:12]=[C:11]3[C:19]2[CH:24]=[CH:23][CH:22]=[C:21]([I:25])[CH:20]=2)=[O:7])=[CH:26][CH:27]=1 |f:1.2.3|. Reported procedure: A solution of 6-(4-Chloro-benzoyl)-4-(3-iodo-phenyl)-1H-quinolin-2-one (9.68 g, 19.9 mmol), prepared as described in PCT international patent application publication number WO 97/21701 (published Jun. 19, 1997) (3.10 g, 7.87 mmol) in DMF (70 mL) was treated with cesium carbonate (23.1 g, 19.9 mmol) and (bromomethyl)cyclopropane (5.37 g, 39.8 mmol). The reaction mixture was stirred at room temperature for 12 hours, diluted with dichloromethane (75 mL), and washed with 1N HCl (2×50 mL) and brine (... The reactants are C, CO, COc1c(N)ccc2c1C(=CCNC(C)=O)CC2, [Pd]. Yields the product COc1c(N)ccc2c1C(CCNC(C)=O)CC2. RXN SMILES: [C:21].[CH3:19][OH:20].[NH2:1][c:2]1[cH:3][cH:4][c:5]2[c:9]([c:10]1[O:11][CH3:12])[C:8](=[CH:13][CH2:14][NH:15][C:16]([CH3:17])=[O:18])[CH2:7][CH2:6]2.[Pd:22]>>[NH2:1][c:2]1[cH:3][cH:4][c:5]2[c:9]([c:10]1[O:11][CH3:12])[CH:8]([CH2:13][CH2:14][NH:15][C:16]([CH3:17])=[O:18])[CH2:7][CH2:6]2. Starting materials: Cl.COC(CCC1=CC(=CC=C1)CN)=O (3-(3-aminomethyl-phenyl)-propionic acid methyl ester hydrochloride salt), C1(=CC=C(C=C1)C=O)C1=CC=CC=C1 (biphenyl-4-carbaldehyde). Run in CO (MeOH). The product is COC(CCC1=CC(=CC=C1)CNCC1=CC=C(C=C1)C1=CC=CC=C1)=O (3-(3-{[(Biphenyl-4-ylmethyl)-amino]-methyl}phenyl)-propionic acid methyl ester). Reaction SMILES: Cl.[CH3:2][O:3][C:4](=[O:15])[CH2:5][CH2:6][C:7]1[CH:12]=[CH:11][CH:10]=[C:9]([CH2:13][NH2:14])[CH:8]=1.[C:16]1([C:24]2[CH:29]=[CH:28][CH:27]=[CH:26][CH:25]=2)[CH:21]=[CH:20][C:19]([CH:22]=O)=[CH:18][CH:17]=1>CO>[CH3:2][O:3][C:4](=[O:15])[CH2:5][CH2:6][C:7]1[CH:12]=[CH:11][CH:10]=[C:9]([CH2:13][NH:14][CH2:22][C:19]2[CH:20]=[CH:21][C:16]([C:24]3[CH:25]=[CH:26][CH:27]=[CH:28][CH:29]=3)=[CH:17][CH:18]=2)[CH:8]=1 |f:0.1|. Procedure: The title compound of Step A was prepared from 3-(3-aminomethyl-phenyl)-propionic acid methyl ester hydrochloride salt, of Preparation 44, and biphenyl-4-carbaldehyde using the method described in Example 1, Step A except the mine was formed in MeOH at reflux over 3 h. 1H NMR (400 MHz, CDCl3) δ 7.55 (m, 4H), 7.40 (m, 4H), 7.32 (m, 1H), 7.29-7.22 (m, 2H), 7.17 (m, 1H), 7.07 (d, 1H), 3.82 (s, 2H), 3.79 (s, 2H), 3.64 (s, 3H), 2.93 (t, 2H), 2.61 (t, 2H); MS 360 (M+1). Solvent: C(C)#N (acetonitrile). Yield: 26.6%. Yields the product O[C@@H](CNCCCC1=CC=C(C=C1)S(=O)(=O)N)C1=CC=CC=C1 (p-[3-[[(R)-β-hydroxyphenethyl]amino]propyl]benzenesulphonamide). RXN SMILES: [NH2:1][CH2:2][CH2:3][CH2:4][C:5]1[CH:10]=[CH:9][C:8]([S:11]([NH2:14])(=[O:13])=[O:12])=[CH:7][CH:6]=1.[CH2:15]1[O:23][C@@H:16]1[C:17]1[CH:22]=[CH:21][CH:20]=[CH:19][CH:18]=1>C(#N)C>[OH:23][C@H:16]([C:17]1[CH:22]=[CH:21][CH:20]=[CH:19][CH:18]=1)[CH2:15][NH:1][CH2:2][CH2:3][CH2:4][C:5]1[CH:6]=[CH:7][C:8]([S:11]([NH2:14])(=[O:12])=[O:13])=[CH:9][CH:10]=1. Reactants: NCCCC1=CC=C(C=C1)S(=O)(=O)N (4-(3-aminopropyl)benzenesulphonamide), C1[C@@H](C2=CC=CC=C2)O1 ((R)-styrene oxide). Procedure details: A mixture of 20 g of 4-(3-aminopropyl)benzenesulphonamide, 16.8 g of (R)-styrene oxide and 500 ml of acetonitrile was heated under reflux for 40 hours. The solvent was then removed by evaporation in vacuo and the residue was chromatographed on 1 kg of silica gel. With chloroform/n-propanol25% ammonia (1600:100:4) there could be isolated 8.3 g of pure p-[3-[[(R)-β-hydroxyphenethyl]amino]propyl]benzenesulphonamide of melting point 165°-166° (from acetonitrile); [α]D20 =-13.4° (c=1.0% in methanol);... The reactants are C(C)(C)(C)OC(N(C=1C(=NC=NC1)C1=C(C=CC=C1)C)C)=O (Methyl-(4-o-tolyl-pyrimidin-5-yl)-carbamic acid tert-butyl ester), Cl (HCl). Solvent: O1CCOCC1 (dioxane). The product is CNC=1C(=NC=NC1)C1=C(C=CC=C1)C (methyl-(4-o-tolyl-pyrimidin-5-yl)-amine). As a reaction SMILES: C(O[C:6](=O)[N:7](C)[C:8]1[C:9]([C:14]2[CH:19]=[CH:18][CH:17]=[CH:16][C:15]=2[CH3:20])=[N:10][CH:11]=[N:12][CH:13]=1)(C)(C)C.Cl>O1CCOCC1>[CH3:6][NH:7][C:8]1[C:9]([C:14]2[CH:19]=[CH:18][CH:17]=[CH:16][C:15]=2[CH3:20])=[N:10][CH:11]=[N:12][CH:13]=1. Reported procedure: Methyl-(4-o-tolyl-pyrimidin-5-yl)-carbamic acid tert-butyl ester (120 mg, 0.40 mmol) was treated with 4M HCl in dioxane (3 mL) for 45 minutes after which all volatiles were removed under reduced pressure to give methyl-(4-o-tolyl-pyrimidin-5-yl)-amine as waxy oil. This material was dissolved in dichloromethane (3 mL) and treated with N-ethyldiisopropyl-amine (210 μL, 1.2 mmol) and 3,5-bis-trifluoromethylbenzoyl chloride (166 mg, 0.60 mmol CAS RN 1271-19-8). After stirring for 1 h, the reaction m... Reactants: NCCC(=O)OCC1=CC=CC=C1 (benzyl 3-aminopropionate), O.ON1N=NC2=C1C=CC=C2 (1-hydroxybenzotriazole monohydrate), C1(CCCCC1)N=C=NC1CCCCC1 (dicyclohexyl carbodiimide), C(C1=CC=CC=C1)(=O)N1[C@@H](CSC12CCC(CC2)OC2=CC=C(C=C2)C(C)C)C(=O)O ((3R)-4-benzoyl-8-(4-isopropylphenoxy)-1-thia-4-azaspiro[4.5]decane-3-carboxylic acid). Run in O1CCCC1 (tetrahydrofuran). Reaction conditions: time 30 minute. Yields the product C(C1=CC=CC=C1)(=O)N1[C@@H](CSC12CCC(CC2)OC2=CC=C(C=C2)C(C)C)C(=O)NCCC(=O)OCC2=CC=CC=C2 (benzyl 3-{[(3R)-4-benzoyl-8-(4-isopropylphenoxy)-1-thia-4-azaspiro[4.5]decan-3-yl]carbonyl}amino-propionate). Yield: 80.5%. Reaction SMILES: [C:1]([N:9]1[C:13]2([CH2:18][CH2:17][CH:16]([O:19][C:20]3[CH:25]=[CH:24][C:23]([CH:26]([CH3:28])[CH3:27])=[CH:22][CH:21]=3)[CH2:15][CH2:14]2)[S:12][CH2:11][C@H:10]1[C:29](O)=[O:30])(=[O:8])[C:2]1[CH:7]=[CH:6][CH:5]=[CH:4][CH:3]=1.[NH2:32][CH2:33][CH2:34][C:35]([O:37][CH2:38][C:39]1[CH:44]=[CH:43][CH:42]=[CH:41][CH:40]=1)=[O:36].O.ON1C2C=CC=CC=2N=N1.C1(N=C=NC2CCCCC2)CCCCC1>O1CCCC1>[C:1]([N:9]1[C:13]2([CH2:18][CH2:17][CH:16]([O:19][C:20]3[CH:25]=[CH:24][C:23]([CH:26]([CH3:28])[CH3:27])=[CH:22][CH:21]=3)[CH2:15][CH2:14]2)[S:12][CH2:11][C@H:10]1[C:29]([NH:32][CH2:33][CH2:34][C:35]([O:37][CH2:38][C:39]1[CH:44]=[CH:43][CH:42]=[CH:41][CH:40]=1)=[O:36])=[O:30])(=[O:8])[C:2]1[CH:7]=[CH:6][CH:5]=[CH:4][CH:3]=1 |f:2.3|. Procedure details: In 10 ml of anhydrous tetrahydrofuran was dissolved 0.50 g of (3R)-4-benzoyl-8-(4-isopropylphenoxy)-1-thia-4-azaspiro[4.5]decane-3-carboxylic acid. Then, at 0-5° C., 0.22 g of benzyl 3-aminopropionate, 0.19 g of 1-hydroxybenzotriazole monohydrate and 0.26 g of dicyclohexyl carbodiimide were added successively. After stirring the resulting mixture at the same temperature as above for 30 minutes and then at ambient temperature for 5 hours, the insoluble matter was filtered off. The filtrate was po...